describe an organic reaction: reactants, conditions, products, and yield From a dataset of the Open Reaction Database (ORD), a public repository of structured organic reaction records. Starting materials: [C-]#N.[K+] (potassium cyanide), C1(=CC=C(C=C1)S(=O)(=O)C1=CN=NC2=C(C=CC=C12)CC)C (4-(p-toluenesulfonyl)-8-ethylcinnoline), [C-]#N.[K+] (potassium cyanide). The solvent is CN(C)C=O (DMF). Conditions: time 8 hour. Yields the product C(#N)C1=CN=NC2=C(C=CC=C12)CC (4-cyano-8-ethylcinnoline). As a reaction SMILES: [C-:1]#[N:2].[K+].C1(C)C=CC(S([C:13]2[C:22]3[C:17](=[C:18]([CH2:23][CH3:24])[CH:19]=[CH:20][CH:21]=3)[N:16]=[N:15][CH:14]=2)(=O)=O)=CC=1>CN(C=O)C>[C:1]([C:13]1[C:22]2[C:17](=[C:18]([CH2:23][CH3:24])[CH:19]=[CH:20][CH:21]=2)[N:16]=[N:15][CH:14]=1)#[N:2] |f:0.1|. Procedure: 1.0 g of potassium cyanide was added to a stirred solution of 4.4 g of 53F in 60 ml of dry DMF at room temperature, under nitrogen. The mixture was stirred overnight at room temperature, under nitrogen, then 200 mg potassium cyanide was added and the mixture was stirred for 5 hours at room temperature. The mixture was quenched in water and filtered. The solid was dissolved in ethyl acetate, the solution was washed with water, dried (MgSO4), filtered and stripped of solvent, to give 4-cyano-8-eth...